Dataset: the Open Reaction Database (ORD), a public repository of structured organic reaction records. Task: describe an organic reaction: reactants, conditions, products, and yield Reaction SMILES: Br[CH2:2][C:3]([CH3:18])([CH3:17])[CH2:4][O:5][C:6]([CH:8]1[CH2:13][CH2:12][CH:11]([CH2:14][CH2:15][CH3:16])[CH2:10][CH2:9]1)=[O:7].[C:19]([OH:24])(=[O:23])[C:20]([CH3:22])=[CH2:21].C(=O)([O-])[O-].[K+].[K+]>CS(C)=O>[CH3:17][C:3]([CH3:18])([CH2:2][O:24][C:19](=[O:23])[C:20]([CH3:22])=[CH2:21])[CH2:4][O:5][C:6]([CH:8]1[CH2:13][CH2:12][CH:11]([CH2:14][CH2:15][CH3:16])[CH2:10][CH2:9]1)=[O:7] |f:2.3.4|. Starting materials: BrCC(COC(=O)C1CCC(CC1)CCC)(C)C (4-Propyl-cyclohexanecarboxylic acid 3-bromo-2,2-dimethyl-propyl ester), C(C(=C)C)(=O)O (methacrylic acid), C([O-])([O-])=O.[K+].[K+] (potassium carbonate), 3d. Run in CS(=O)C (dimethyl sulphoxide). Reported procedure: 4-Propyl-cyclohexanecarboxylic acid 3-bromo-2,2-dimethyl-propyl ester (4.3 g, 13.3 mmol), methacrylic acid (3.4 g, 39.9 mmol) and potassium carbonate (6.9 g, 50.0 mmol) are stirred at 100° C. in dimethyl sulphoxide (100 ml) for 3d. A solid precipitate is removed by filtration and washed with diethyl ether. The filtrate is washed with water, removed, dried and evaporated to dryness. Purification is achieved by flash column chromatography using petrol as eluant to give 22 as a liquid. Yields the product CC(COC(=O)C1CCC(CC1)CCC)(COC(C(=C)C)=O)C (4-Propyl-cyclohexanecarboxylic acid 2,2-dimethyl-3-(2-methyl-acryloyloxy)-propyl ester). Reactants: CC(=O)Cl, NCC1CCC(Nc2nc3c(s2)CCCc2ccc(F)cc2-3)CC1, O, c1ccncc1. Yields the product CC(=O)NCC1CCC(Nc2nc3c(s2)CCCc2ccc(F)cc2-3)CC1. Reaction SMILES: [CH3:25][C:26]([Cl:27])=[O:28].[NH2:1][CH2:2][CH:3]1[CH2:4][CH2:5][CH:6]([NH:9][c:10]2[s:11][c:12]3[c:13]([n:14]2)-[c:15]2[c:16]([cH:20][cH:21][c:22]([F:24])[cH:23]2)[CH2:17][CH2:18][CH2:19]3)[CH2:7][CH2:8]1.[OH2:29].[cH:30]1[cH:31][cH:32][n:33][cH:34][cH:35]1>>[NH:1]([CH2:2][CH:3]1[CH2:4][CH2:5][CH:6]([NH:9][c:10]2[s:11][c:12]3[c:13]([n:14]2)-[c:15]2[c:16]([cH:20][cH:21][c:22]([F:24])[cH:23]2)[CH2:17][CH2:18][CH2:19]3)[CH2:7][CH2:8]1)[C:26]([CH3:25])=[O:28]. Starting materials: BrCc1ccccc1, O=[N+]([O-])c1cc(O)c(Br)cc1F, O=C([O-])[O-], [Cs+], [Cs+], CN(C)C=O. Yields the product O=[N+]([O-])c1cc(OCc2ccccc2)c(Br)cc1F. Reaction SMILES: [Br:19][CH2:20][c:21]1[cH:22][cH:23][cH:24][cH:25][cH:26]1.[Br:1][c:2]1[c:3]([OH:12])[cH:4][c:5]([N+:9](=[O:10])[O-:11])[c:6]([F:8])[cH:7]1.[C:13](=[O:14])([O-:15])[O-:16].[Cs+:17].[Cs+:18].[O:27]=[CH:28][N:29]([CH3:30])[CH3:31]>>[Br:1][c:2]1[c:3]([O:12][CH2:20][c:21]2[cH:22][cH:23][cH:24][cH:25][cH:26]2)[cH:4][c:5]([N+:9](=[O:10])[O-:11])[c:6]([F:8])[cH:7]1. Reactants: CCCOc1cc(C=O)ccc1OC, CCO. Yields the product CCCOc1cc(CO)ccc1OC. As a reaction SMILES: [CH2:1]([CH2:2][CH3:3])[O:4][c:5]1[cH:6][c:7]([CH:8]=[O:9])[cH:10][cH:11][c:12]1[O:13][CH3:14].[CH3:15][CH2:16][OH:17]>>[CH2:1]([CH2:2][CH3:3])[O:4][c:5]1[cH:6][c:7]([CH2:8][OH:9])[cH:10][cH:11][c:12]1[O:13][CH3:14]. Reactants: FC1=CC=C(CC2=C(C(=C(C=C2)OC)C2=CC(=CC=C2)[N+](=O)[O-])O)C=C1 (3-(4-Fluoro-benzyl)-6-methoxy-3′-nitro-biphenyl-2-ol), C(=O)(C(F)(F)F)O (TFA), C(C)[SiH](CC)CC (triethylsilane), C(C)[SiH](CC)CC (triethylsilane), C(=O)(C(F)(F)F)O (TFA). Product: FC1=CC=C(C=C1)C(=O)C=1C(=C(C(=CC1)OC)C1=CC(=CC=C1)[N+](=O)[O-])O ((4-Fluoro-phenyl)-(2-hydroxy-6-methoxy-3′-nitro-biphenyl-3-yl)-methanone). As a reaction SMILES: [F:1][C:2]1[CH:26]=[CH:25][C:5]([CH2:6][C:7]2[CH:12]=[CH:11][C:10]([O:13][CH3:14])=[C:9]([C:15]3[CH:20]=[CH:19][CH:18]=[C:17]([N+:21]([O-:23])=[O:22])[CH:16]=3)[C:8]=2[OH:24])=[CH:4][CH:3]=1.C([SiH](CC)CC)C.C(O)(C(F)(F)F)=[O:35]>>[F:1][C:2]1[CH:3]=[CH:4][C:5]([C:6]([C:7]2[C:8]([OH:24])=[C:9]([C:15]3[CH:20]=[CH:19][CH:18]=[C:17]([N+:21]([O-:23])=[O:22])[CH:16]=3)[C:10]([O:13][CH3:14])=[CH:11][CH:12]=2)=[O:35])=[CH:25][CH:26]=1. Procedure: Synthesis of 3-(4-Fluoro-benzyl)-6-methoxy-3′-nitro-biphenyl-2-ol (P-099) In an 8 mL vial equipped with a stir bar was placed I-246 (60 mg, 0.163 mmol) and triethylsilane (350 μL). The mixture was cooled in an ice-water bath and then TFA (350 μL) was added. The reaction mixture was warmed to room temperature and reacted for 17 hours. After this time period, additional triethylsilane (1.1 mL) and TFA (1.1 mL) was introduced and the reaction mixture was heated to 60° C. in an oil bath for 24 hours... The reactants are [OH-].C(C1=CC=CC=C1)[N+](C)(C)C (benzyltrimethylammonium hydroxide), C(=O)=O (CO2). Solvent: CO (methanol). The product is C([O-])(O)=O.C(C1=CC=CC=C1)[N+](C)(C)C (benzyltrimethylammonium bicarbonate). RXN SMILES: [OH-:1].[CH2:2]([N+:9]([CH3:12])([CH3:11])[CH3:10])[C:3]1[CH:8]=[CH:7][CH:6]=[CH:5][CH:4]=1.[C:13](=[O:15])=[O:14]>CO>[C:13](=[O:1])([OH:15])[O-:14].[CH2:2]([N+:9]([CH3:12])([CH3:11])[CH3:10])[C:3]1[CH:8]=[CH:7][CH:6]=[CH:5][CH:4]=1 |f:0.1,4.5|. Procedure: As described for C-13, a solution of benzyltrimethylammonium hydroxide (Triton B) in methanol was reacted with gaseous CO2, to obtain a clear solution of 0.986 meq/g. The reactants are sodium methylate methanol, COC(C1=CN=C(C(=C1OC(C)=O)OCC1=CC=CC=C1)COC(C)=O)=O (4-acetoxy-6-acetoxymethyl-5-benzyloxy-nicotinic acid methyl ester), [Cl-].[NH4+] (ammonium chloride). Run in CO (methanol). Reaction conditions: time 1 hour. The product is COC(C1=CN=C(C(=C1O)OCC1=CC=CC=C1)CO)=O (5-benzyloxy-4-hydroxy-6-hydroxymethyl-nicotinic acid methyl ester). Isolated yield 63.7%. RXN SMILES: [CH3:1][O:2][C:3](=[O:27])[C:4]1[C:9]([O:10]C(=O)C)=[C:8]([O:14][CH2:15][C:16]2[CH:21]=[CH:20][CH:19]=[CH:18][CH:17]=2)[C:7]([CH2:22][O:23]C(=O)C)=[N:6][CH:5]=1.[Cl-].[NH4+]>CO>[CH3:1][O:2][C:3](=[O:27])[C:4]1[C:9]([OH:10])=[C:8]([O:14][CH2:15][C:16]2[CH:17]=[CH:18][CH:19]=[CH:20][CH:21]=2)[C:7]([CH2:22][OH:23])=[N:6][CH:5]=1 |f:1.2|. Reported procedure: The compound 8 (9.5 g, 25.4 mmol) was dissolved in methanol (50 ml), and a sodium methylate methanol solution (7.35 ml, 38.1 mmol) was added. The solution was stirred at room temperature for 1 hour, an aqueous saturated ammonium chloride solution was added, and crystals were collected by filtration. Washing with water and diethyl ether afforded 5-benzyloxy-4-hydroxy-6-hydroxymethyl-nicotinic acid methyl ester 18 (4.68 g, 64%) as a colorless crystal. Starting materials: C1(CC1)C(=O)C=1C=NC2=CC=C(C=C2C1NC1=CC=C(C=C1)C(C)(C)NC(OC(C)(C)C)=O)C1=CC(=C(C(=C1)Cl)O)Cl (tert-butyl 2-{4-[3-(cyclopropanecarbonyl)-6-(3,5-dichloro-4-hydroxyphenyl)quinolin-4-ylamino]phenyl}propan-2-ylcarbamate), C(=O)(C(F)(F)F)O (TFA). Product: NC(C)(C)C1=CC=C(C=C1)NC1=C(C=NC2=CC=C(C=C12)C1=CC(=C(C(=C1)Cl)O)Cl)C(=O)C1CC1 ({4-[4-(2-Aminopropan-2-yl)phenylamino]-6-(3,5-dichloro-4-hydroxyphenyl)quinolin-3-yl}(cyclopropyl)methanone). The yield is 28.6%. RXN SMILES: [CH:1]1([C:4]([C:6]2[CH:7]=[N:8][C:9]3[C:14]([C:15]=2[NH:16][C:17]2[CH:22]=[CH:21][C:20]([C:23]([NH:26]C(=O)OC(C)(C)C)([CH3:25])[CH3:24])=[CH:19][CH:18]=2)=[CH:13][C:12]([C:34]2[CH:39]=[C:38]([Cl:40])[C:37]([OH:41])=[C:36]([Cl:42])[CH:35]=2)=[CH:11][CH:10]=3)=[O:5])[CH2:3][CH2:2]1.C(O)(C(F)(F)F)=O>>[NH2:26][C:23]([C:20]1[CH:19]=[CH:18][C:17]([NH:16][C:15]2[C:14]3[C:9](=[CH:10][CH:11]=[C:12]([C:34]4[CH:35]=[C:36]([Cl:42])[C:37]([OH:41])=[C:38]([Cl:40])[CH:39]=4)[CH:13]=3)[N:8]=[CH:7][C:6]=2[C:4]([CH:1]2[CH2:2][CH2:3]2)=[O:5])=[CH:22][CH:21]=1)([CH3:25])[CH3:24]. Reported procedure: Following general procedure A-2, tert-butyl 2-{4-[3-(cyclopropanecarbonyl)-6-(3,5-dichloro-4-hydroxyphenyl)quinolin-4-ylamino]phenyl}propan-2-ylcarbamate (0.145 mmol) was TFA (2 mL) to afford the desired product (21 mg, 28% over two steps) as a yellow solid: 1H NMR (500 MHz, CD3OD+TFA-d) δ 9.33 (s, 1H), 8.26 (dd, J=8.8, 1.9 Hz, 1H), 8.19 (s, 1H), 8.05 (d, J=8.8 Hz, 1H), 7.67 (d, J=8.6 Hz, 2H), 7.53 (d, J=8.6 Hz, 2H), 7.43 (s, 2H), 2.82-2.73 (m, 1H), 1.78 (s, 6H), 1.18-1.10 (m, 4H); ESI MS m/z 50... Reactants: C(C1=CC=CC=C1)ONC(=O)[C@H]1[C@H]([C@H]2[C@H](CN1S(=O)(=O)C1=CC=C(C=C1)OCCOCC)OC(O2)(C)C)O ((3aS,6R,7R,7aS)-5-(4′-ethoxyethoxy-benzenesulfonyl)-7-hydroxy-2,2-dimethyl-hexahydro-[1,3]dioxolo[4,5-c]pyridine-6-carboxylic Acid Benzyloxyamide). Solvent: CO (methanol). Reaction conditions: time 8 hour. Yields the product C(C1=CC=CC=C1)ONC(=O)[C@@H]1N(C[C@@H]([C@H]([C@@H]1O)O)O)S(=O)(=O)C1=CC=C(C=C1)OCCOCC ((2R,3R,4R,5S)-1-(4′-ethoxyethoxy-benzenesulfonyl)-3,4,5-trihydroxy-piperidine-2-carboxylic Acid Benzyloxyamide). The yield is 92.7%. As a reaction SMILES: [CH2:1]([O:8][NH:9][C:10]([C@@H:12]1[N:17]([S:18]([C:21]2[CH:26]=[CH:25][C:24]([O:27][CH2:28][CH2:29][O:30][CH2:31][CH3:32])=[CH:23][CH:22]=2)(=[O:20])=[O:19])[CH2:16][C@@H:15]2[O:33]C(C)(C)[O:35][C@H:14]2[C@@H:13]1[OH:38])=[O:11])[C:2]1[CH:7]=[CH:6][CH:5]=[CH:4][CH:3]=1>CO>[CH2:1]([O:8][NH:9][C:10]([C@H:12]1[C@@H:13]([OH:38])[C@H:14]([OH:35])[C@@H:15]([OH:33])[CH2:16][N:17]1[S:18]([C:21]1[CH:22]=[CH:23][C:24]([O:27][CH2:28][CH2:29][O:30][CH2:31][CH3:32])=[CH:25][CH:26]=1)(=[O:20])=[O:19])=[O:11])[C:2]1[CH:3]=[CH:4][CH:5]=[CH:6][CH:7]=1. Procedure: The above compound (5-2) (5.0 g) was dissolved in methanol (130 mL) and a cation exchange resin (Muromac, 23.4 g) was added, and then the mixture was stirred overnight at room temperature. The insoluble material was removed by filtration and the filtrate was concentrated under reduced pressure. The resulting residue was purified by silica gel medium pressure column chromatography (chloroform:methanol=20:1→10:1) to obtain the titled compound (4.3 g).